This data is from the Open Reaction Database (ORD), a public repository of structured organic reaction records. The task is: describe an organic reaction: reactants, conditions, products, and yield Reactants: CCCCCCCCN, O=C(O)CO. Yields the product CCCCCCCCNC(=O)CO. RXN SMILES: [CH2:6]([CH2:7][CH2:8][CH2:9][CH2:10][CH2:11][CH2:12][CH3:13])[NH2:14].[OH:1][CH2:2][C:3]([OH:4])=[O:5]>>[OH:1][CH2:2][C:3](=[O:5])[NH:14][CH2:6][CH2:7][CH2:8][CH2:9][CH2:10][CH2:11][CH2:12][CH3:13]. The reactants are CCC(CC)Nc1nc(Cl)ncc1Br, CCCC[Sn](C=COCC)(CCCC)CCCC, CC#N, Cl[Pd]Cl, c1ccc(P(c2ccccc2)c2ccccc2)cc1, c1ccc(P(c2ccccc2)c2ccccc2)cc1. Yields the product CCOC=Cc1cnc(Cl)nc1NC(CC)CC. RXN SMILES: [Br:19][c:20]1[c:21]([NH:27][CH:28]([CH2:29][CH3:30])[CH2:31][CH3:32])[n:22][c:23]([Cl:26])[n:24][cH:25]1.[CH2:1]([Sn:2]([CH2:3][CH2:4][CH2:5][CH3:11])([CH:6]=[CH:7][O:8][CH2:9][CH3:10])[CH2:12][CH2:13][CH2:14][CH3:15])[CH2:16][CH2:17][CH3:18].[CH3:33][C:34]#[N:35].[Pd:36]([Cl:37])[Cl:38].[c:39]1([P:40]([c:41]2[cH:42][cH:43][cH:44][cH:45][cH:46]2)[c:47]2[cH:48][cH:49][cH:50][cH:51][cH:52]2)[cH:53][cH:54][cH:55][cH:56][cH:57]1.[c:58]1([P:59]([c:60]2[cH:61][cH:62][cH:63][cH:64][cH:65]2)[c:66]2[cH:67][cH:68][cH:69][cH:70][cH:71]2)[cH:72][cH:73][cH:74][cH:75][cH:76]1>>[CH:6](=[CH:7][O:8][CH2:9][CH3:10])[c:20]1[c:21]([NH:27][CH:28]([CH2:29][CH3:30])[CH2:31][CH3:32])[n:22][c:23]([Cl:26])[n:24][cH:25]1. Reactants: [Na] (sodium), ClC1=C(C=C(C=C1)N=C=S)[N+](=O)[O-] (4-chloro-3-nitrophenyl isothiocyanate), CC(=O)C (acetone), CC(=O)C (acetone), Cl.C(CCCCCC)(=N)N (heptanamidine hydrochloride). Solvent: C1=CC=CC=C1.CCCCC (benzene n-pentane). The product is ClC1=C(C=C(C=C1)NC(=S)NC(CCCCCC)=N)[N+](=O)[O-] (1-(4-chloro-3-nitrophenyl)-3-(heptanimidoyl)-2-thiourea). RXN SMILES: [Na].CC(C)=O.Cl.[C:7]([NH2:15])(=[NH:14])[CH2:8][CH2:9][CH2:10][CH2:11][CH2:12][CH3:13].[Cl:16][C:17]1[CH:22]=[CH:21][C:20]([N:23]=[C:24]=[S:25])=[CH:19][C:18]=1[N+:26]([O-:28])=[O:27]>C1C=CC=CC=1.CCCCC>[Cl:16][C:17]1[CH:22]=[CH:21][C:20]([NH:23][C:24]([NH:14][C:7](=[NH:15])[CH2:8][CH2:9][CH2:10][CH2:11][CH2:12][CH3:13])=[S:25])=[CH:19][C:18]=1[N+:26]([O-:28])=[O:27] |f:2.3,5.6,^1:0|. Procedure details: Following a procedure similar to that described in Example 42 but using 2.3 g. sodium in 300 ml. dry acetone, 16.4 g. heptanamidine hydrochloride, and 21.4 g. 4-chloro-3-nitrophenyl isothiocyanate (m.p. 54°-56°C., prepared from 4-chloro-3-nitroaniline) in 100 ml. dry acetone there was obtained 1-(4-chloro-3-nitrophenyl)-3-(heptanimidoyl)-2-thiourea, m.p. 92°-94°C. (from benzene-n-pentane); hydrochloride (22.5 g.), m.p. 138°-140°C. (from acetonitrile). Reactants: COC(CC=1C=C(C=C(C1)F)C1=C(C=C(C=C1)C(F)(F)F)CNCC)=O ((2′-ethylaminomethyl-5-fluoro-4′-trifluoromethyl-biphenyl-3-yl)-acetic acid methyl ester), C(C1=CC=CC=C1)N=C=O (benzyl isocyanate). Yields the product COC(CC=1C=C(C=C(C1)F)C1=C(C=C(C=C1)C(F)(F)F)CN(C(=O)NCC1=CC=CC=C1)CC)=O ([2′-(3-Benzyl-1-ethyl-ureidomethyl)-5-fluoro-4′-trifluoromethyl-biphenyl-3-yl]-acetic acid methyl ester). RXN SMILES: [CH3:1][O:2][C:3](=[O:26])[CH2:4][C:5]1[CH:6]=[C:7]([C:12]2[CH:17]=[CH:16][C:15]([C:18]([F:21])([F:20])[F:19])=[CH:14][C:13]=2[CH2:22][NH:23][CH2:24][CH3:25])[CH:8]=[C:9]([F:11])[CH:10]=1.[CH2:27]([N:34]=[C:35]=[O:36])[C:28]1[CH:33]=[CH:32][CH:31]=[CH:30][CH:29]=1>>[CH3:1][O:2][C:3](=[O:26])[CH2:4][C:5]1[CH:6]=[C:7]([C:12]2[CH:17]=[CH:16][C:15]([C:18]([F:19])([F:20])[F:21])=[CH:14][C:13]=2[CH2:22][N:23]([CH2:24][CH3:25])[C:35]([NH:34][CH2:27][C:28]2[CH:33]=[CH:32][CH:31]=[CH:30][CH:29]=2)=[O:36])[CH:8]=[C:9]([F:11])[CH:10]=1. Procedure: Prepared according to the procedure described in Example 95, Step 1, using the following starting materials: (2′-ethylaminomethyl-5-fluoro-4′-trifluoromethyl-biphenyl-3-yl)-acetic acid methyl ester and benzyl isocyanate. The reactants are C1CCOC1, OCc1ccc(-c2ccccc2)s1. The product is O=Cc1ccc(-c2ccccc2)s1. RXN SMILES: [CH2:14]1[O:15][CH2:16][CH2:17][CH2:18]1.[c:1]1(-[c:7]2[cH:8][cH:9][c:10]([CH2:12][OH:13])[s:11]2)[cH:2][cH:3][cH:4][cH:5][cH:6]1>>[c:1]1(-[c:7]2[cH:8][cH:9][c:10]([CH:12]=[O:13])[s:11]2)[cH:2][cH:3][cH:4][cH:5][cH:6]1.